Dataset: the Open Reaction Database (ORD), a public repository of structured organic reaction records. Task: describe an organic reaction: reactants, conditions, products, and yield Starting materials: NC1=CC=C(CO)C=C1 (4-Aminobenzylalcohol), ON1N=NC2=C1C=CC=C2 (1-hydroxybenzotriazole), N([C@H](C)C(=O)N[C@@H](CC1=CC=CC=C1)C(=O)N[C@@H](CCCCNC(=O)OCC=C)C(=O)O)C(=O)OCC=C.CC(C)(C1=CC=C(C=C1)N=[N+]=[N-])NCC(COC2=CC=CC3=C2C4=CC=CC=C4N3)O.CC(C)(C1=CC=C(C=C1)N=[N+]=[N-])NCC(COC2=CC=CC3=C2C4=CC=CC=C4N3)O (Aloc-D-Ala-Phe-Lys(Aloc) PABC PABC). Solvent: CC(C)O.C(C)(=O)OCC (2-propanol ethyl acetate), C(C)N(C=O)CC (N,N-diethylformamide). Run at temperature -8 celsius, time 48 hour. The product is N([C@H](C)C(=O)N[C@@H](CC1=CC=CC=C1)C(=O)N[C@@H](CCCCNC(=O)OCC=C)C(=O)O)C(=O)OCC=C.CC(C)(C1=CC=C(C=C1)N=[N+]=[N-])NCC(COC2=CC=CC3=C2C4=CC=CC=C4N3)O.CC(C)(C1=CC=C(C=C1)N=[N+]=[N-])NCC(COC2=CC=CC3=C2C4=CC=CC=C4N3)O.C1=CC(=CC=C1C(=O)O)N (Aloc-D-Ala-Phe-Lys(Aloc) PABC PABC PABA). RXN SMILES: [NH:1]([C:33]([O:35][CH2:36][CH:37]=[CH2:38])=[O:34])[C@@H:2]([C:4]([NH:6][C@H:7]([C:15]([NH:17][C@H:18]([C:30]([OH:32])=[O:31])[CH2:19][CH2:20][CH2:21][CH2:22][NH:23][C:24]([O:26][CH2:27][CH:28]=[CH2:29])=[O:25])=[O:16])[CH2:8][C:9]1[CH:14]=[CH:13][CH:12]=[CH:11][CH:10]=1)=[O:5])[CH3:3].[CH3:39][C:40]([NH:51][CH2:52][CH:53]([OH:69])[CH2:54][O:55][C:56]1[C:61]2[C:62]3[C:67]([NH:68][C:60]=2[CH:59]=[CH:58][CH:57]=1)=[CH:66][CH:65]=[CH:64][CH:63]=3)([C:42]1[CH:47]=[CH:46][C:45]([N:48]=[N+:49]=[N-:50])=[CH:44][CH:43]=1)[CH3:41].[CH3:70][C:71]([NH:82][CH2:83][CH:84]([OH:100])[CH2:85][O:86][C:87]1[C:92]2[C:93]3[C:98]([NH:99][C:91]=2[CH:90]=[CH:89][CH:88]=1)=[CH:97][CH:96]=[CH:95][CH:94]=3)([C:73]1[CH:78]=[CH:77][C:76]([N:79]=[N+:80]=[N-:81])=[CH:75][CH:74]=1)[CH3:72].[NH2:101][C:102]1[CH:109]=[CH:108][C:105]([CH2:106][OH:107])=[CH:104][CH:103]=1.[OH:110]N1C2C=CC=CC=2N=N1>C(N(CC)C=O)C.CC(O)C.C(OCC)(=O)C>[NH:1]([C:33]([O:35][CH2:36][CH:37]=[CH2:38])=[O:34])[C@@H:2]([C:4]([NH:6][C@H:7]([C:15]([NH:17][C@H:18]([C:30]([OH:32])=[O:31])[CH2:19][CH2:20][CH2:21][CH2:22][NH:23][C:24]([O:26][CH2:27][CH:28]=[CH2:29])=[O:25])=[O:16])[CH2:8][C:9]1[CH:10]=[CH:11][CH:12]=[CH:13][CH:14]=1)=[O:5])[CH3:3].[CH3:41][C:40]([NH:51][CH2:52][CH:53]([OH:69])[CH2:54][O:55][C:56]1[C:61]2[C:62]3[C:67]([NH:68][C:60]=2[CH:59]=[CH:58][CH:57]=1)=[CH:66][CH:65]=[CH:64][CH:63]=3)([C:42]1[CH:47]=[CH:46][C:45]([N:48]=[N+:49]=[N-:50])=[CH:44][CH:43]=1)[CH3:39].[CH3:72][C:71]([NH:82][CH2:83][CH:84]([OH:100])[CH2:85][O:86][C:87]1[C:92]2[C:93]3[C:98]([NH:99][C:91]=2[CH:90]=[CH:89][CH:88]=1)=[CH:97][CH:96]=[CH:95][CH:94]=3)([C:73]1[CH:78]=[CH:77][C:76]([N:79]=[N+:80]=[N-:81])=[CH:75][CH:74]=1)[CH3:70].[CH:104]1[C:105]([C:106]([OH:110])=[O:107])=[CH:108][CH:109]=[C:102]([NH2:101])[CH:103]=1 |f:0.1.2,6.7,8.9.10.11|. Reported procedure: 100 mg (0.105 mmol) of Aloc-D-Ala-Phe-Lys(Aloc)-PABC-PABC-PNP 18 was dissolved in dry N,N-diethylformamide under an argon atmosphere and cooled to −8° C. 4-Aminobenzylalcohol (14.2 mg, 1.1 equiv), dipea (18.3 μl, 1.0 equiv) and 1-hydroxybenzotriazole (HOBt) (4 mg, 0.3 equiv) were added. The reaction mixture was stirred for 48 hours at room temperature, and diluted with 10% 2-propanol/ethyl acetate. The organic layer was washed with water, saturated sodium bicarbonate, 0.5 N potassium bisulfate, ... Reactants: CC=1C=C(C=CC1)O (3-methylphenol), BrCCCC(=O)OCC (ethyl 4-bromobutanoate), [OH-].[K+] (potassium hydroxide), CS(=O)C (Dimethylsulfoxide), [OH-].[K+] (Potassium hydroxide), Cl (HCl). The solvent is O (water), C(C)O (ethanol), O (water), O (water), O (water). Conditions: time 8 hour. Yields the product CC=1C=C(COCCCC(=O)O)C=CC1 (4-(3-methylbenzyloxy)butyric acid). Isolated yield 81.0%. RXN SMILES: [CH3:1][C:2]1[CH:3]=[C:4](O)[CH:5]=[CH:6][CH:7]=1.Br[CH2:10][CH2:11][CH2:12][C:13]([O:15]CC)=[O:14].[OH-:18].[K+].Cl.[CH3:21]S(C)=O>C(O)C.O>[CH3:1][C:2]1[CH:3]=[C:4]([CH:5]=[CH:6][CH:7]=1)[CH2:21][O:18][CH2:10][CH2:11][CH2:12][C:13]([OH:15])=[O:14] |f:2.3|. Reported procedure: A suspension of 3-methylphenol (200 g, 1.85 mol), ethyl 4-bromobutanoate (433 g, 2.11 mol), potassium hydroxide (155.7 g, 2.78 mol), 500 mL of water in 2500 mL of Dimethylsulfoxide (DMSO) in a 5-L flask was stirred at room temperature overnight. An additional 500 g water was added, and the reaction mixture was heated at 75° C. for 2 hours. Potassium hydroxide (155.7 g, 2.78 mol) was added. The reaction was stirred for an additional 30 min. The thick slurry was transferred in a 22-L flask. Additi... The reactants are Cl.N1CC(C1)C1=NC=CN=C1N1CC(CC1)C (2-azetidin-3-yl-3-(3-methyl-pyrrolidin-1-yl)-pyrazine hydrochloride), ClC1=NC2=CC=CC=C2C=C1 (2-chloro-quinoline), C(=O)([O-])[O-].[Cs+].[Cs+] (Cs2CO3). Run in O (water), CN(C)C=O (DMF). Run at temperature 100 celsius, time 8 hour. Product: CC1CN(CC1)C=1C(=NC=CN1)C1CN(C1)C1=NC2=CC=CC=C2C=C1 ((rac)-2-{3-[3-(3-methyl-pyrrolidin-1-yl)-pyrazin-2-yl]-azetidin-1-yl}-quinoline). Yield: 74.0%. As a reaction SMILES: Cl.[NH:2]1[CH2:5][CH:4]([C:6]2[C:11]([N:12]3[CH2:16][CH2:15][CH:14]([CH3:17])[CH2:13]3)=[N:10][CH:9]=[CH:8][N:7]=2)[CH2:3]1.Cl[C:19]1[CH:28]=[CH:27][C:26]2[C:21](=[CH:22][CH:23]=[CH:24][CH:25]=2)[N:20]=1.C([O-])([O-])=O.[Cs+].[Cs+]>CN(C=O)C.O>[CH3:17][CH:14]1[CH2:15][CH2:16][N:12]([C:11]2[C:6]([CH:4]3[CH2:5][N:2]([C:19]4[CH:28]=[CH:27][C:26]5[C:21](=[CH:22][CH:23]=[CH:24][CH:25]=5)[N:20]=4)[CH2:3]3)=[N:7][CH:8]=[CH:9][N:10]=2)[CH2:13]1 |f:0.1,3.4.5|. Reported procedure: To a solution of 2-Azetidin-3-yl-3-(3-methyl-pyrrolidin-1-yl)-pyrazine hydrochloride (44) (127 mg, 0.5 mmol, PREPARATION 13) and 2-chloro-quinoline (81.5 mg 0.5 mmol) in DMF (5 mL) was added Cs2CO3 (325 mg, 1 mmol). The reaction mixture was stirred at 100° C. overnight. The reaction mixture was diluted with water, extracted with EtOAc (2×20 mL). The combined organic extracts were washed with water (15 mL) and brine (15 mL), dried over Na2SO4 and filtered. The filtrate was evaporated in vacuo and... The reactants are CC1=NN(C(=C1C1=CC=CC=C1)C)C1=CC=C(C=C1)CCNC(OC1=CC=CC=C1)=O (Phenyl 2-[4-(3,5-dimethyl-4-phenyl-1H-pyrazol-1-yl)phenyl]ethylcarbamate), FC1=CC=C(C=C1)S(=O)(=O)N (4-fluorobenzenesulfonamide). Yields the product CC1=NN(C(=C1C1=CC=CC=C1)C)C1=CC=C(C=C1)CCNC(=O)NS(=O)(=O)C1=CC=C(C=C1)F (N-[({2-[4-(3,5-Dimethyl-4-phenyl-1H-pyrazol-1-yl)phenyl]ethyl}amino)carbonyl]-4-fluorobenzenesulfonamide). Reaction SMILES: [CH3:1][C:2]1[C:6]([C:7]2[CH:12]=[CH:11][CH:10]=[CH:9][CH:8]=2)=[C:5]([CH3:13])[N:4]([C:14]2[CH:19]=[CH:18][C:17]([CH2:20][CH2:21][NH:22][C:23](=O)[O:24]C3C=CC=CC=3)=[CH:16][CH:15]=2)[N:3]=1.[F:32][C:33]1[CH:38]=[CH:37][C:36]([S:39]([NH2:42])(=[O:41])=[O:40])=[CH:35][CH:34]=1>>[CH3:1][C:2]1[C:6]([C:7]2[CH:12]=[CH:11][CH:10]=[CH:9][CH:8]=2)=[C:5]([CH3:13])[N:4]([C:14]2[CH:19]=[CH:18][C:17]([CH2:20][CH2:21][NH:22][C:23]([NH:42][S:39]([C:36]3[CH:35]=[CH:34][C:33]([F:32])=[CH:38][CH:37]=3)(=[O:41])=[O:40])=[O:24])=[CH:16][CH:15]=2)[N:3]=1. Reported procedure: The title compound was prepared according to the procedure described in step 2 of Example 22 from phenyl 2-[4-(3,5-dimethyl-4-phenyl-1H-pyrazol-1-yl)phenyl]ethylcarbamate (step 1 of Example 22) and 4-fluorobenzenesulfonamide: 1H-NMR (CDCl3) δ 7.94-7.88 (2H, m), 7.47-7.15 (11H, m), 6.24 (1H, br.s), 3.48-3.42 (2H, m), 2.84 (2H, t, J=7.0 Hz), 2.32 (3H, s), 2.23 (3H, s). Starting materials: O=N[O-], Nc1[nH]nc([N+](=O)[O-])c1[N+](=O)[O-], [Na+], O=S(=O)(O)O. The product is O=[N+]([O-])c1n[nH]c([N+](=O)[O-])c1[N+](=O)[O-]. RXN SMILES: [N:1](=[O:2])[O-:3].[NH2:10][c:11]1[c:12]([N+:19](=[O:20])[O-:21])[c:13]([N+:16](=[O:17])[O-:18])[n:14][nH:15]1.[Na+:4].[S:5](=[O:6])(=[O:7])([OH:8])[OH:9]>>[N+:1](=[O:2])([O-:3])[c:11]1[c:12]([N+:19](=[O:20])[O-:21])[c:13]([N+:16](=[O:17])[O-:18])[nH:14][n:15]1. Reactants: CC(=O)c1cccc(-c2ccc3c(c2)CCC24CN(C)CC2CCC34)c1, CCO, Cl, NO, c1ccncc1. Product: CC(=NO)c1cccc(-c2ccc3c(c2)CCC24CN(C)CC2CCC34)c1. Reaction SMILES: [CH3:1][N:2]1[CH2:3][CH:4]2[C:5]3([CH2:6]1)[CH2:7][CH2:8][c:9]1[c:10]([cH:14][cH:15][c:16](-[c:18]4[cH:19][c:20]([C:24]([CH3:25])=[O:26])[cH:21][cH:22][cH:23]4)[cH:17]1)[CH:11]3[CH2:12][CH2:13]2.[CH3:36][CH2:37][OH:38].[ClH:27].[NH2:28][OH:29].[cH:30]1[cH:31][cH:32][n:33][cH:34][cH:35]1>>[CH3:1][N:2]1[CH2:3][CH:4]2[C:5]3([CH2:6]1)[CH2:7][CH2:8][c:9]1[c:10]([cH:14][cH:15][c:16](-[c:18]4[cH:19][c:20]([C:24]([CH3:25])=[N:28][OH:29])[cH:21][cH:22][cH:23]4)[cH:17]1)[CH:11]3[CH2:12][CH2:13]2. Run in O (water). As a reaction SMILES: [OH:1][C:2]1[C:7]([OH:8])=[CH:6][CH:5]=[CH:4][N:3]=1.[C:9](Br)(=[O:11])[CH3:10]>O>[C:9]([N:3]1[CH:4]=[CH:5][CH:6]=[C:7]([OH:8])[C:2]1=[O:1])(=[O:11])[CH3:10]. Procedure: 2,3-Dihydroxypyridine (5.55 g) is refluxed with acetylbromide (10 ml) overnight. The reaction mixture is allowed to cool and water (10 ml) is added. The resulting suspension is extracted with methylene chloride and the methylene chloride solution is dried over Na2SO4 and evaporated. The resultant residue is recrystallised from petroleum ether (80°-100° C.) to give 1-acetyl-3-hydroxypyrid-2-one as white crystals (2.8 g), m.p. 140°-141° C.; νmax (nujol) 1680, 3120 cm-1 ; δ(d6DMSO), 2.2 (s, 3H), 6.... Product: C(C)(=O)N1C(C(=CC=C1)O)=O (1-acetyl-3-hydroxypyrid-2-one). Starting materials: OC1=NC=CC=C1O (2,3-Dihydroxypyridine), C(C)(=O)Br (acetylbromide). The reactants are C(=O)O (formic acid), C(C)(=O)OC(C)=O (acetic anhydride), O=C1NCCNC1 (2-oxopiperazine). Solvent: C(Cl)Cl (methylene chloride). Reaction conditions: temperature 60 celsius, time 20 minute. Yields the product C(=O)N1CC(NCC1)=O (1-formyl-3-oxopiperazine). Yield: 56.0%. RXN SMILES: C(O)=O.C(O[C:8](=[O:10])[CH3:9])(=O)C.[O:11]=[C:12]1C[NH:16][CH2:15][CH2:14][NH:13]1>C(Cl)Cl>[CH:12]([N:13]1[CH2:14][CH2:15][NH:16][C:8](=[O:10])[CH2:9]1)=[O:11]. Procedure details: To 80 ml of formic acid was added 28 ml of acetic anhydride at room temperature, and the mixture was stirred at 60° C. for 20 minutes. After stirring at room temperature for further 15 minutes, the reaction mixture was added dropwise to a solution of 4.2 g of 2-oxopiperazine in 400 ml of methylene chloride at 0° C. over a period of 1.25 hours, and the resulting mixture was stirred at 0° C. for further 30 minutes. The solvent was removed by distillation under reduced pressure, and the residue thu... Starting materials: C(C)O (ethanol), CC(C)(C)C=1SC(=C(N1)C=1C(=C(C=CC1)NS(=O)(=O)C1=C(C=CC=C1F)F)F)C1=NC(=NC=C1)C=C (N-{3-[2-(1,1-dimethylethyl)-5-(2-ethenyl-4-pyrimidinyl)-1,3-thiazol-4-yl]-2-fluorophenyl}-2,6-difluorobenzenesulfonamide), CS(=O)O (methane sulfinic acid), [Na] (sodium). Run in C(C)(=O)O (acetic acid), O (water). The product is CC(C)(C)C=1SC(=C(N1)C=1C(=C(C=CC1)NS(=O)(=O)C1=C(C=CC=C1F)F)F)C1=NC(=NC=C1)CCS(=O)(=O)C (N-[3-(2-(1,1-dimethylethyl)-5-{2-[2-(methylsulfonyl)ethyl]-4-pyrimidinyl}-1,3-thiazol-4-yl)-2-fluorophenyl]-2,6-difluorobenzenesulfonamide). Yield: 81.0%. As a reaction SMILES: [CH3:1][C:2]([C:5]1[S:6][C:7]([C:29]2[CH:34]=[CH:33][N:32]=[C:31]([CH:35]=[CH2:36])[N:30]=2)=[C:8]([C:10]2[C:11]([F:28])=[C:12]([NH:16][S:17]([C:20]3[C:25]([F:26])=[CH:24][CH:23]=[CH:22][C:21]=3[F:27])(=[O:19])=[O:18])[CH:13]=[CH:14][CH:15]=2)[N:9]=1)([CH3:4])[CH3:3].[CH3:37][S:38]([OH:40])=[O:39].[Na].C(O)C>C(O)(=O)C.O>[CH3:4][C:2]([C:5]1[S:6][C:7]([C:29]2[CH:34]=[CH:33][N:32]=[C:31]([CH2:35][CH2:36][S:38]([CH3:37])(=[O:40])=[O:39])[N:30]=2)=[C:8]([C:10]2[C:11]([F:28])=[C:12]([NH:16][S:17]([C:20]3[C:21]([F:27])=[CH:22][CH:23]=[CH:24][C:25]=3[F:26])(=[O:19])=[O:18])[CH:13]=[CH:14][CH:15]=2)[N:9]=1)([CH3:1])[CH3:3] |^1:40|. Procedure: N-{3-[2-(1,1-dimethylethyl)-5-(2-ethenyl-4-pyrimidinyl)-1,3-thiazol-4-yl]-2-fluorophenyl}-2,6-difluorobenzenesulfonamide (0.15 g, 0.283 mmol) and methane sulfinic acid, sodium salt (0.144 g, 1.414 mmol) were stirred in acetic acid (1.5 ml) and ethanol (1.5 ml) at RT in a screw-top vial overnight. The reaction mixture is diluted with water and extracted 2× with EtOAc. The EtOAc is washed with brine, dried over MgSO4, filtered, and concentrated. The crude mixture was placed on silica gel and chrom... Reactants: BrC1=CC=C(C=C1)C1=NSC2=C1C=CC(=C2)C#CCCO (4-[3-(4-Bromo-phenyl)-benzo[d]isothiazol-6-yl]-but-3-yn-1-ol), CNC (Dimethylamine). The product is BrC1=CC=C(C=C1)C1=NSC2=C1C=CC(=C2)C#CCCN(C)C ({4-[3-(4-Bromo-phenyl)-benzo[d]isothiazol-6-yl]-but-3-ynyl}-dimethyl-amine). RXN SMILES: [Br:1][C:2]1[CH:7]=[CH:6][C:5]([C:8]2[C:12]3[CH:13]=[CH:14][C:15]([C:17]#[C:18][CH2:19][CH2:20]O)=[CH:16][C:11]=3[S:10][N:9]=2)=[CH:4][CH:3]=1.[CH3:22][NH:23][CH3:24]>>[Br:1][C:2]1[CH:7]=[CH:6][C:5]([C:8]2[C:12]3[CH:13]=[CH:14][C:15]([C:17]#[C:18][CH2:19][CH2:20][N:23]([CH3:24])[CH3:22])=[CH:16][C:11]=3[S:10][N:9]=2)=[CH:4][CH:3]=1. Reported procedure: In analogy to example 19.1, 4-[3-(4-Bromo-phenyl)-benzo[d]isothiazol-6-yl]-but-3-yn-1-ol and Dimethylamine were converted to yield {4-[3-(4-Bromo-phenyl)-benzo[d]isothiazol-6-yl]-but-3-ynyl}-dimethyl-amine as light brown semisolid, MS: 385 (MH+, 1Br).